This data is from the Open Reaction Database (ORD), a public repository of structured organic reaction records. The task is: describe an organic reaction: reactants, conditions, products, and yield Starting materials: COC(=O)N1CCNCC1 (N-methoxycarbonylpiperazine), CN(S(=O)(=O)C1=CC=C2C(C(=O)OC(N2)=O)=C1)C (5-(dimethylsulphamoyl)-isatoic acid anhydride), C(=O)=O (carbon dioxide). Run in O1CCOCC1 (dioxane). Yields the product C(C)OC(=O)N1CCNCC1 (4-ethoxycarbonyl-piperazine). Reaction SMILES: CN(C)S(C1C=[C:10]2[C:11]([O:13][C:14](=[O:16])[NH:15][C:9]2=[CH:8]C=1)=O)(=O)=O.COC([N:23]1CCN[CH2:25][CH2:24]1)=O.C(=O)=O>O1CCOCC1>[CH2:11]([O:13][C:14]([N:15]1[CH2:9][CH2:8][NH:23][CH2:24][CH2:25]1)=[O:16])[CH3:10]. Reported procedure: 13.5 g of 5-(dimethylsulphamoyl)-isatoic acid anhydride and 70 ml of absolute dioxane are gently warmed. As soon as the reaction mixture has reached 40°C, a solution of 8.3 g of N-methoxycarbonylpiperazine is added dropwise and the mixture is then heated further, an evolution of carbon dioxide setting in at about 70°C. The mixture is heated under reflux for a further hour and allowed to cool somewhat, insoluble matter is filtered off and the filtrate is concentrated under reduced pressure. The c... The reactants are CC#N, CCN(C(C)C)C(C)C, Clc1nc(Cl)c2[nH]cnc2n1, CCOC(=O)C1CCCNC1. Product: CCOC(=O)C1CCCN(c2nc(Cl)nc3[nH]cnc23)C1. Reaction SMILES: [CH3:32][C:33]#[N:34].[CH:23]([N:24]([CH2:25][CH3:26])[CH:27]([CH3:28])[CH3:29])([CH3:30])[CH3:31].[Cl:1][c:2]1[n:3][c:4]([Cl:11])[c:5]2[nH:6][cH:7][n:8][c:9]2[n:10]1.[NH:12]1[CH2:13][CH:14]([C:15](=[O:16])[O:17][CH2:18][CH3:19])[CH2:20][CH2:21][CH2:22]1>>[Cl:1][c:2]1[n:3][c:4]([N:12]2[CH2:13][CH:14]([C:15](=[O:16])[O:17][CH2:18][CH3:19])[CH2:20][CH2:21][CH2:22]2)[c:5]2[n:6][cH:7][nH:8][c:9]2[n:10]1. Reported procedure: To 22.8 g (0.2 mole) of trifluoroacetic acid stirred in an ice-cooled flask was added 102 grams (1.1 moles) of epichlorohydrin at such a rate as to maintain the reaction temperature at 60°-70° C. Excess epichlorohydrin was removed under reduced pressure (35 torr) to yield the initiator CF3CO2CH2CH(CH2Cl)OH product which contained some isomeric CF3CO2CH(CH2Cl)CH2OH. SnCl4 catalyst (3.1 g) was added. The temperature was held at 70°-75° C. while an additional 275 g epichlorohydrin was added over a ... The product is C(F)(F)(F)C(=O)OCC(CCl)O (CF3CO2CH2CH(CH2Cl)OH). The reactants are FC(C(=O)O)(F)F (trifluoroacetic acid), ice, C(Cl)C1CO1 (epichlorohydrin). Reaction SMILES: [F:1][C:2]([F:7])([F:6])[C:3]([OH:5])=[O:4].[CH2:8]([CH:10]1[O:12][CH2:11]1)[Cl:9]>>[C:2]([C:3]([O:5][CH2:11][CH:10]([OH:12])[CH2:8][Cl:9])=[O:4])([F:7])([F:6])[F:1]. Reactants: C(Cl)Cl (methylene chloride), [H-].[Na+] (sodium hydride), O1CCCC1 (tetrahydrofuran), CI (Methyl iodide), C(C=C)C1=C(C2=CC=CC=C2C=C1)O[Si](C)(C)C(C)(C)C (2-(2-Propenyl)-1-t-butyldimethylsilyloxynaphthalene). Solvent: CO (methanol), Cl (hydrochloric acid), Cl (hydrochloric acid). Yields the product COCCCC1=C(C2=CC=CC=C2C=C1)O (2-(3-Methoxypropyl)-1-naphthol). Yield: 66.0%. Reaction SMILES: [H-].[Na+].[CH2:3]([C:6]1[CH:15]=[CH:14][C:13]2[C:8](=[CH:9][CH:10]=[CH:11][CH:12]=2)[C:7]=1[O:16][Si](C(C)(C)C)(C)C)[CH:4]=[CH2:5].CI.C(Cl)Cl.[O:29]1CCC[CH2:30]1>CO.Cl>[CH3:30][O:29][CH2:5][CH2:4][CH2:3][C:6]1[CH:15]=[CH:14][C:13]2[C:8](=[CH:9][CH:10]=[CH:11][CH:12]=2)[C:7]=1[OH:16] |f:0.1|. Procedure: A suspension of sodium hydride (60% in mineral oil: 0.28 g, 0.007 mole) in dry tetrahydrofuran (5 mL) was stirred at 0°. A solution of the product of Example 122 Part B (2.00 g, 0.006 mole) was added slowly and the mixture warmed to room temperature. Methyl iodide (0.8 mL 0.013 mole) was added, the mixture was stirred for 3 hours then was poured into 1.0N hydrochloric acid. The crude material was isolated by extraction with methylene chloride, dissolved in a mixture of methanol (20 mL) and 1.0N ... Starting materials: CSc1sc(C(=N)NC(=O)OC(C)(C)C)cc1S(=O)(=O)c1cccc(-c2cccc(C(O)C(F)(F)F)c2)c1, ClCCl. Yields the product CSc1sc(C(=N)NC(=O)OC(C)(C)C)cc1S(=O)(=O)c1cccc(-c2cccc(C(=O)C(F)(F)F)c2)c1. RXN SMILES: [C:1]([CH3:2])([CH3:3])([CH3:4])[O:5][C:6]([NH:7][C:8]([c:9]1[s:10][c:11]([S:35][CH3:36])[c:12]([S:14](=[O:15])(=[O:16])[c:17]2[cH:18][c:19](-[c:23]3[cH:24][c:25]([CH:29]([C:30]([F:31])([F:32])[F:33])[OH:34])[cH:26][cH:27][cH:28]3)[cH:20][cH:21][cH:22]2)[cH:13]1)=[NH:37])=[O:38].[Cl:39][CH2:40][Cl:41]>>[C:1]([CH3:2])([CH3:3])([CH3:4])[O:5][C:6]([NH:7][C:8]([c:9]1[s:10][c:11]([S:35][CH3:36])[c:12]([S:14](=[O:15])(=[O:16])[c:17]2[cH:18][c:19](-[c:23]3[cH:24][c:25]([C:29]([C:30]([F:31])([F:32])[F:33])=[O:34])[cH:26][cH:27][cH:28]3)[cH:20][cH:21][cH:22]2)[cH:13]1)=[NH:37])=[O:38]. Reactants: C1CCNCC1, C1CCOC1, Cc1cccc(C(=O)Cl)c1, CO, CCN(C(C)C)C(C)C, COc1cc(F)ccc1CN1C(=O)C(C)(C)c2cc3nc(N)[nH]c3cc21. Yields the product COc1cc(F)ccc1CN1C(=O)C(C)(C)c2cc3nc(NC(=O)c4cccc(C)c4)[nH]c3cc21. RXN SMILES: [CH2:46]1[CH2:47][CH2:48][NH:49][CH2:50][CH2:51]1.[CH2:52]1[O:53][CH2:54][CH2:55][CH2:56]1.[CH3:1][c:2]1[cH:3][c:4]([C:5](=[O:6])[Cl:7])[cH:8][cH:9][cH:10]1.[CH3:57][OH:58].[CH:37]([N:38]([CH2:39][CH3:40])[CH:41]([CH3:42])[CH3:43])([CH3:44])[CH3:45].[NH2:11][c:12]1[nH:13][c:14]2[c:15]([cH:16][c:17]3[c:21]([cH:22]2)[N:20]([CH2:23][c:24]2[c:25]([O:31][CH3:32])[cH:26][c:27]([F:30])[cH:28][cH:29]2)[C:19](=[O:33])[C:18]3([CH3:34])[CH3:35])[n:36]1>>[CH3:1][c:2]1[cH:3][c:4]([C:5](=[O:6])[NH:11][c:12]2[nH:13][c:14]3[c:15]([cH:16][c:17]4[c:21]([cH:22]3)[N:20]([CH2:23][c:24]3[c:25]([O:31][CH3:32])[cH:26][c:27]([F:30])[cH:28][cH:29]3)[C:19](=[O:33])[C:18]4([CH3:34])[CH3:35])[n:36]2)[cH:8][cH:9][cH:10]1. Starting materials: CC(C)(C)OC(=O)Nc1cccc(S)c1, Nc1ncnc2c1c(I)cn2C1CCCC1, [Cu]I, CN(C)C=O. Product: CC(C)(C)OC(=O)Nc1cccc(Sc2cn(C3CCCC3)c3ncnc(N)c23)c1. RXN SMILES: [C:17]([CH3:18])([CH3:19])([CH3:20])[O:21][C:22]([NH:23][c:24]1[cH:25][c:26]([SH:30])[cH:27][cH:28][cH:29]1)=[O:31].[CH:1]1([n:6]2[cH:7][c:8]([I:16])[c:9]3[c:10]2[n:11][cH:12][n:13][c:14]3[NH2:15])[CH2:2][CH2:3][CH2:4][CH2:5]1.[Cu:32][I:33].[O:34]=[CH:35][N:36]([CH3:37])[CH3:38]>>[CH:1]1([n:6]2[cH:7][c:8]([S:30][c:26]3[cH:25][c:24]([NH:23][C:22]([O:21][C:17]([CH3:18])([CH3:19])[CH3:20])=[O:31])[cH:29][cH:28][cH:27]3)[c:9]3[c:10]2[n:11][cH:12][n:13][c:14]3[NH2:15])[CH2:2][CH2:3][CH2:4][CH2:5]1.